This data is from the Open Reaction Database (ORD), a public repository of structured organic reaction records. The task is: describe an organic reaction: reactants, conditions, products, and yield The reactants are C(C)OC(C1=CC(=C(C=C1)Cl)Cl)=O (3,4-dichlorobenzoic ethyl ester), O.NN (hydrazine hydrate), C(C)OCC (ethyl ether). Solvent: C(C)O (ethanol). Yields the product ClC=1C=C(C(=O)NN)C=CC1Cl (3,4-dichlorobenzoic hydrazide). Isolated yield 57.0%. Reaction SMILES: C([O:3][C:4](=O)[C:5]1[CH:10]=[CH:9][C:8]([Cl:11])=[C:7]([Cl:12])[CH:6]=1)C.O.[NH2:15][NH2:16].C(OCC)C>C(O)C>[Cl:12][C:7]1[CH:6]=[C:5]([CH:10]=[CH:9][C:8]=1[Cl:11])[C:4]([NH:15][NH2:16])=[O:3] |f:1.2|. Procedure details: 17.5g (0.08 mol) of 3,4-dichlorobenzoic ethyl ester and 4.3g (0.086 mol) of 100%-hydrazine hydrate in 30 ml of ethanol were refluxed under heat for 6.5 hours. Upon cooled, the sedimented white crystals were added with ethyl ether and the reaction mixture was enough agitated and pulverized. The thus resulted products were filtered and enough washed with ethyl ether to provide 9.3g of 3,4-dichlorobenzoic hydrazide in white crystals. m.p.: 168°-170° C. Yield: 57%. As a reaction SMILES: [BH3:4].[CH2:19]1[O:20][CH2:21][CH2:22][CH2:23]1.[CH3:1][S:2][CH3:3].[CH:5]1([CH2:15][C:16](=[O:17])[OH:18])[O:6][CH2:7][CH2:8][c:9]2[cH:10][cH:11][cH:12][cH:13][c:14]21>>[CH:5]1([CH2:15][CH2:16][OH:17])[O:6][CH2:7][CH2:8][c:9]2[cH:10][cH:11][cH:12][cH:13][c:14]21. The product is OCCC1OCCc2ccccc21. Starting materials: B, C1CCOC1, CSC, O=C(O)CC1OCCc2ccccc21. Starting materials: NC1=NC(=NC2=CC(=C(C=C12)O)OC)N1CCN(CCC1)C(=O)N1CCOCC1 (4-amino-6-hydroxy-7-methoxy-2-[4-(4-morpholinecarbonyl)-1,4-diazepan-1-yl]quinazoline), ICC1CCC1 (iodomethyl cyclobutane). The product is NC1=NC(=NC2=CC(=C(C=C12)OCC1CCC1)OC)N1CCN(CCC1)C(=O)N1CCOCC1 (4-Amino-6-cyclobutylmethyloxy-7-methoxy-2-[4-(4-morpholinecarbonyl)-1,4-diazepan-1-yl]quinazoline), solid. The yield is 14.0%. As a reaction SMILES: [NH2:1][C:2]1[C:11]2[C:6](=[CH:7][C:8]([O:13][CH3:14])=[C:9]([OH:12])[CH:10]=2)[N:5]=[C:4]([N:15]2[CH2:21][CH2:20][CH2:19][N:18]([C:22]([N:24]3[CH2:29][CH2:28][O:27][CH2:26][CH2:25]3)=[O:23])[CH2:17][CH2:16]2)[N:3]=1.I[CH2:31][CH:32]1[CH2:35][CH2:34][CH2:33]1>>[NH2:1][C:2]1[C:11]2[C:6](=[CH:7][C:8]([O:13][CH3:14])=[C:9]([O:12][CH2:31][CH:32]3[CH2:35][CH2:34][CH2:33]3)[CH:10]=2)[N:5]=[C:4]([N:15]2[CH2:21][CH2:20][CH2:19][N:18]([C:22]([N:24]3[CH2:25][CH2:26][O:27][CH2:28][CH2:29]3)=[O:23])[CH2:17][CH2:16]2)[N:3]=1. Procedure details: The title compound was prepared from 4-amino-6-hydroxy-7-methoxy-2-[4-(4-morpholinecarbonyl)-1,4-diazepan-1-yl]quinazoline and iodomethyl cyclobutane [Bailey et al J Org Chem, 60, 297-300 (1995)] following a similar procedure to that described in Example 2(b), and was obtained as a solid (14%). Rf 0.40 (0.880 aqueous ammonia:methanol:dichloromethane 1:7:92, v/v). MS m/z 471 (MH)+. Found: C, 59.35; H, 7.12; N, 17.44; C24H34N6O4 0.15CH2Cl2 0.15 H2O, requires C, 59.6 H, 7.18; N, 17.28%. Starting materials: C(C1=CC=CC=C1)C1COC2=C1C=C(C=C2)C(=O)OCC (ethyl 3-benzyl-2,3-dihydro-1-benzofuran-5-carboxylate), C(C1=CC=CC=C1)C1COC2=C1C=C(C=C2)CO (3-benzyl-2,3-dihydro-1-benzofuran-5-yl-methanol). Product: C1(=CC=CC=C1)CCC1COC2=C1C=C(C=C2)CO (3-(2-Phenylethyl)-2,3-dihydro-1-benzofuran-5-yl-methanol). Reaction SMILES: [CH2:1]([CH:8]1[C:12]2[CH:13]=[C:14]([C:17]([O:19]CC)=O)[CH:15]=[CH:16][C:11]=2[O:10][CH2:9]1)[C:2]1[CH:7]=[CH:6][CH:5]=[CH:4][CH:3]=1.[CH2:22](C1C2C=C(CO)C=CC=2OC1)C1C=CC=CC=1>>[C:7]1([CH2:2][CH2:1][CH:8]2[C:12]3[CH:13]=[C:14]([CH2:17][OH:19])[CH:15]=[CH:16][C:11]=3[O:10][CH2:9]2)[CH:6]=[CH:5][CH:4]=[CH:3][CH:22]=1. Procedure details: Analogously, starting from ethyl 3-benzyl-2,3-dihydro-1-benzofuran-5-carboxylate the 3-benzyl-2,3-dihydro-1-benzofuran-5-yl-methanol was obtained in 62% yield.